The task is: describe an organic reaction: reactants, conditions, products, and yield. This data is from the Open Reaction Database (ORD), a public repository of structured organic reaction records. Starting materials: COC=1C=C(C(=O)O)C=C(C1OC)OC\C=C(/C)\CCC=C(C)C (3,4-dimethoxy -5-geranyloxy benzoic acid), NCC1N(CCC1)CC (2-aminomethyl-1-ethylpyrrolidine). Product: C(C)N1C(CCC1)CNC(C1=CC(=C(C(=C1)OC\C=C(/C)\CCC=C(C)C)OC)OC)=O (1-ethyl-2-(3,4-dimethoxy-5-geranyloxybenzoylaminomethyl)pyrrolidine). Yield: 58.3%. Reaction SMILES: [CH3:1][O:2][C:3]1[CH:4]=[C:5]([CH:9]=[C:10]([O:14][CH2:15]/[CH:16]=[C:17](/[CH2:19][CH2:20][CH:21]=[C:22]([CH3:24])[CH3:23])\[CH3:18])[C:11]=1[O:12][CH3:13])[C:6]([OH:8])=O.[NH2:25][CH2:26][CH:27]1[CH2:31][CH2:30][CH2:29][N:28]1[CH2:32][CH3:33]>>[CH2:32]([N:28]1[CH2:29][CH2:30][CH2:31][CH:27]1[CH2:26][NH:25][C:6](=[O:8])[C:5]1[CH:9]=[C:10]([O:14][CH2:15]/[CH:16]=[C:17](/[CH2:19][CH2:20][CH:21]=[C:22]([CH3:24])[CH3:23])\[CH3:18])[C:11]([O:12][CH3:13])=[C:3]([O:2][CH3:1])[CH:4]=1)[CH3:33]. Procedure details: In a manner identical to Example 15, 3,4-dimethoxy -5-geranyloxy benzoic acid (0.80 g) was subjected to a condensation reaction with 2-aminomethyl-1-ethylpyrrolidine (0.31 g), thereby yielding 0.62 g (58%) of the aimed compound. The reactants are ClC(=O)OCC (ethyl chloroformate), product, Cl.Cl.CC1=C(C=CC(=C1)N)NC1=NCCCCC1 (2-[(2-Methyl-4-aminophenyl)amino]azacyclohept-1-ene, dihydrochloride). Product: Cl.CC1=C(C=CC(=C1)NC(=O)OCC)NC1=NCCCCC1 (2-[(2-Methyl-4-(ethoxycarbonylamino)phenyl)-amino]azacyclohept-1-ene, hydrochloride). RXN SMILES: [Cl:1][C:2]([O:4][CH2:5][CH3:6])=[O:3].Cl.Cl.[CH3:9][C:10]1[CH:15]=[C:14]([NH2:16])[CH:13]=[CH:12][C:11]=1[NH:17][C:18]1[CH2:24][CH2:23][CH2:22][CH2:21][CH2:20][N:19]=1>>[ClH:1].[CH3:9][C:10]1[CH:15]=[C:14]([NH:16][C:2]([O:4][CH2:5][CH3:6])=[O:3])[CH:13]=[CH:12][C:11]=1[NH:17][C:18]1[CH2:24][CH2:23][CH2:22][CH2:21][CH2:20][N:19]=1 |f:1.2.3,4.5|. Procedure: The title compound was prepared by the method of Example 16 using ethyl chloroformate and 1.0 g (3.1 mmole) of the product compound of Example 15. Structure assignment was supported by the nmr spectrum and by elemental analysis. Starting materials: C(C1=CC=CC=C1)OC(=O)N1[C@@H](C[C@@H](C1)C1=CC=CC=C1)CC(CC(=O)OCC)=O ((2S,4R)-1-benzyloxycarbonyl-2-(3-ethoxycarbonyl-2-oxopropyl)-4-phenylpyrrolidine), C(C1=CC=CC=C1)OC(=O)N1[C@@H](C[C@H](C1)OC)CC(CC(=O)OCC)=O ((2S,4R)-1-benzyloxycarbonyl-2-(3-ethoxycarbonyl-2-oxopropyl)-4-methoxypyrrolidine). The product is C1(=CC=CC=C1)[C@H]1C[C@H]2CC(CCN2C1)=O ((2R,8aS)-2-Phenyl-1,2,3,5,6,7,8,8a-octahydroindolizin-7-one). The yield is 27.0%. RXN SMILES: C(OC([N:11]1[CH2:15][C@@H:14]([C:16]2[CH:21]=[CH:20][CH:19]=[CH:18][CH:17]=2)[CH2:13][C@H:12]1[CH2:22][C:23](=[O:30])[CH2:24][C:25](OCC)=O)=O)C1C=CC=CC=1.C(OC(N1C[C@H](OC)C[C@H]1CC(=O)CC(OCC)=O)=O)C1C=CC=CC=1>>[C:16]1([C@@H:14]2[CH2:15][N:11]3[C@H:12]([CH2:22][C:23](=[O:30])[CH2:24][CH2:25]3)[CH2:13]2)[CH:21]=[CH:20][CH:19]=[CH:18][CH:17]=1. Reported procedure: In a similar manner to that described in Preparative Example 1(iii)′ above, a reaction was conducted, using (2S,4R)-1-benzyloxycarbonyl-2-(3-ethoxycarbonyl-2-oxopropyl)-4-phenylpyrrolidine [obtained as described in Preparative Example 6(iv)′ above] instead of (2S,4R)-1-benzyloxycarbonyl-2-(3-ethoxycarbonyl-2-oxopropyl)-4-methoxypyrrolidine, to give the title compound as a pale yellow oil (yield: 27%). The reactants are O1C(=CC=C1)C(=O)C/C=C/C(=O)O (4-(2-furoyl)crotonic acid), N,N'-carbonyldiimidazole, N1[C@H](C(=O)O)CCC1 (L-proline). Solvent: O1CCCC1 (tetrahydrofuran). Reaction conditions: time 3 hour. Product: O1C(=CC=C1)C(=O)C/C=C/C(=O)N1[C@H](C(=O)O)CCC1 (1-[4-(2-furoyl)crotonyl]-L-proline). As a reaction SMILES: [O:1]1[CH:5]=[CH:4][CH:3]=[C:2]1[C:6]([CH2:8]/[CH:9]=[CH:10]/[C:11]([OH:13])=O)=[O:7].[NH:14]1[CH2:21][CH2:20][CH2:19][C@H:15]1[C:16]([OH:18])=[O:17]>O1CCCC1>[O:1]1[CH:5]=[CH:4][CH:3]=[C:2]1[C:6]([CH2:8]/[CH:9]=[CH:10]/[C:11]([N:14]1[CH2:21][CH2:20][CH2:19][C@H:15]1[C:16]([OH:18])=[O:17])=[O:13])=[O:7]. Reported procedure: To a mixture of 0.02 moles of 4-(2-furoyl)crotonic acid in 100 ml. of tetrahydrofuran is added 0.022 moles of N,N'-carbonyldiimidazole. The mixture is stirred for 3 hours at room temperature and 0.021 moles of L-proline are added. The mixture is refluxed 2 hours and stirred at room temperature for 16 hours to give 1-[4-(2-furoyl)crotonyl]-L-proline. Reactants: Cl (hydrochloric acid), C1(=CC=CC=C1)C(OC(=O)C(C)(ON=C(C(=O)O)C=1N=C(SC1)NC=O)C)C1=CC=CC=C1 (2-(1-Diphenylmethoxycarbonyl-1-methylethoxy)imino-2-(2-formamido-4-thiazolyl)acetic acid). Run in CO (methanol). Run at time 4 hour. Yields the product Cl.NC=1SC=C(N1)C(C(=O)O)=NOC(C)(C)C(=O)OC(C1=CC=CC=C1)C1=CC=CC=C1 (2-(2-amino-4-thiazolyl)-2-(1-diphenylmethoxycarbonyl-1-methylethoxy)imino acetic acid, hydrochloride salt). Reaction SMILES: [ClH:1].[C:2]1([CH:8]([C:29]2[CH:34]=[CH:33][CH:32]=[CH:31][CH:30]=2)[O:9][C:10]([C:12]([CH3:28])([O:14][N:15]=[C:16]([C:20]2[N:21]=[C:22]([NH:25]C=O)[S:23][CH:24]=2)[C:17]([OH:19])=[O:18])[CH3:13])=[O:11])[CH:7]=[CH:6][CH:5]=[CH:4][CH:3]=1>CO>[ClH:1].[NH2:25][C:22]1[S:23][CH:24]=[C:20]([C:16](=[N:15][O:14][C:12]([C:10]([O:9][CH:8]([C:2]2[CH:7]=[CH:6][CH:5]=[CH:4][CH:3]=2)[C:29]2[CH:30]=[CH:31][CH:32]=[CH:33][CH:34]=2)=[O:11])([CH3:28])[CH3:13])[C:17]([OH:19])=[O:18])[N:21]=1 |f:3.4|. Procedure: Concentrated hydrochloric acid (403 μl., 4.84 mmol.) is added to a suspension of the product from part (d) (1.7 g., 3.64 mmol.) in dry methanol. The suspended material dissolves immediately and the reaction mixture is stirred for four hours. The solvent is removed under reduced pressure yielding as a residue 2-(2-amino-4-thiazolyl)-2-(1-diphenylmethoxycarbonyl-1-methylethoxy)imino acetic acid, hydrochloride salt: NMR (CDCl3 -CD3OD) δ 1.70 (s,6H,CH3), 6.93 (s, 1H, thiazole H), 7.02 (s, 1H, CHO), ... Reactants: C(CCC)[Li] (butyllithium), O (water), COC1=C(CNS(=O)(=O)CC2=CC=CC=C2)C=CC(=C1)OC (N-(2,4-dimethoxybenzyl)-C-phenylmethanesulfonamide), CI (methyl iodide). Solvent: CCCCCC (hexane), C(C)(=O)OCC (ethyl acetate), C(C)(=O)OCC (ethyl acetate), C1CCOC1 (THF). Run at time 5 minute. Yields the product COC1=C(CNS(=O)(=O)C(C)C2=CC=CC=C2)C=CC(=C1)OC (N-(2,4-Dimethoxybenzyl)-1-phenylethanesulfonamide). As a reaction SMILES: [CH3:1][O:2][C:3]1[CH:20]=[C:19]([O:21][CH3:22])[CH:18]=[CH:17][C:4]=1[CH2:5][NH:6][S:7]([CH2:10][C:11]1[CH:16]=[CH:15][CH:14]=[CH:13][CH:12]=1)(=[O:9])=[O:8].[CH2:23]([Li])CCC.CI.O>C1COCC1.CCCCCC.C(OCC)(=O)C>[CH3:1][O:2][C:3]1[CH:20]=[C:19]([O:21][CH3:22])[CH:18]=[CH:17][C:4]=1[CH2:5][NH:6][S:7]([CH:10]([C:11]1[CH:16]=[CH:15][CH:14]=[CH:13][CH:12]=1)[CH3:23])(=[O:9])=[O:8]. Procedure details: Under inert gas, 375 mg of N-(2,4-dimethoxybenzyl)-C-phenylmethanesulfonamide were initially charged in 40 ml of THF, and then, at a temperature of −78° C., 1.46 ml of a 1.6 N butyllithium solution in hexane were added dropwise and the mixture was left to stir for 5 minutes. After the addition of 166 mg of methyl iodide, the reaction mixture was allowed to come to room temperature. The reaction solution was admixed with 50 ml of water and 50 ml of ethyl acetate, and the aqueous phase was reextra... The reactants are Brc1ccc(C2=CCCCC2)cc1, [Li]CCCC, CN(C=O)c1ccccc1, Cl. Product: O=Cc1ccc(C2=CCCCC2)cc1. Reaction SMILES: [C:1]1([c:7]2[cH:8][cH:9][c:10]([Br:13])[cH:11][cH:12]2)=[CH:2][CH2:3][CH2:4][CH2:5][CH2:6]1.[CH2:14]([Li:15])[CH2:16][CH2:17][CH3:18].[CH3:19][N:20]([c:21]1[cH:22][cH:23][cH:24][cH:25][cH:26]1)[CH:27]=[O:28].[ClH:29]>>[C:1]1([c:7]2[cH:8][cH:9][c:10]([CH:27]=[O:28])[cH:11][cH:12]2)=[CH:2][CH2:3][CH2:4][CH2:5][CH2:6]1. The reactants are COC(C(=O)O)(C)C (2-methoxy-2-methylpropionic acid), [Si](C)(C)(C(C)(C)C)O[C@@H]1C=C2C=C[C@@H]([C@@H]([C@H]2[C@H](C1)O)CC[C@@H]1C[C@H](CC(O1)=O)O[Si](C)(C)C(C)(C)C)C ((4R,6R)-6-{(1S,2S,6S,8S,8aR)-2-[1,2,6,7,8,8a-hexahydro-6-t-butyldimethylsilyloxy-8-hydroxy-2-methyl-1-naphthyl]ethyl}tetrahydro-4-t-butyldimethylsilyloxy-2H-pyran-2-one). The product is [Si](C)(C)(C(C)(C)C)O[C@@H]1C=C2C=C[C@@H]([C@@H]([C@H]2[C@H](C1)OC(C(C)(C)OC)=O)CC[C@@H]1C[C@H](CC(O1)=O)O[Si](C)(C)C(C)(C)C)C ((4R,6R)-6-([1S,2S,6S,8S,8aR]-2-{1,2,6,7,8,8a-Hexahydro-6-t-butyldimethylsilyloxy-8-[2-methoxy-2-methylpropionyloxy]-2-methyl-1-naphthyl}ethyl)tetrahydro-4-t-butyldimethylsilyloxy-2H-pyran-2-one). Yield: 70.7%. RXN SMILES: [CH3:1][O:2][C:3]([CH3:8])([CH3:7])[C:4]([OH:6])=[O:5].[Si:9]([O:16][C@H:17]1[CH2:26][C@H:25](O)[C@H:24]2[C:19]([CH:20]=[CH:21][C@H:22]([CH3:45])[C@@H:23]2[CH2:28][CH2:29][C@H:30]2[O:35][C:34](=[O:36])[CH2:33][C@H:32]([O:37][Si:38]([C:41]([CH3:44])([CH3:43])[CH3:42])([CH3:40])[CH3:39])[CH2:31]2)=[CH:18]1)([C:12]([CH3:15])([CH3:14])[CH3:13])([CH3:11])[CH3:10]>>[Si:9]([O:16][C@H:17]1[CH2:26][C@H:25]([O:5][C:4](=[O:6])[C:3]([O:2][CH3:1])([CH3:8])[CH3:7])[C@H:24]2[C:19]([CH:20]=[CH:21][C@H:22]([CH3:45])[C@@H:23]2[CH2:28][CH2:29][C@H:30]2[O:35][C:34](=[O:36])[CH2:33][C@H:32]([O:37][Si:38]([C:41]([CH3:44])([CH3:43])[CH3:42])([CH3:39])[CH3:40])[CH2:31]2)=[CH:18]1)([C:12]([CH3:13])([CH3:14])[CH3:15])([CH3:11])[CH3:10]. Procedure: A procedure similar to that described in Example 10, above, was followed, but using 860 mg of 2-methoxy-2-methylpropionic acid and 1.0 g of (4R,6R)-6-{(1S,2S,6S,8S,8aR)-2-[1,2,6,7,8,8a-hexahydro-6-t-butyldimethylsilyloxy-8-hydroxy-2-methyl-1-naphthyl]ethyl}tetrahydro-4-t-butyldimethylsilyloxy-2H-pyran-2-one [prepared as described in Example B, above], to give 836 mg of the title compound as a colorless foam.